This data is from the Open Reaction Database (ORD), a public repository of structured organic reaction records. The task is: describe an organic reaction: reactants, conditions, products, and yield The reactants are BrC1=CC(N(C=C1)CC(=O)OC(C)(C)C)=O (tert-butyl (4-bromo-2-oxopyridin-1(2H)-yl)acetate), BrC1=C(C=C(C=C1)Cl)B(O)O (2-bromo-5-chlorophenylboronic acid). Reagents/catalysts: C=1C=CC(=CC1)[P](C=2C=CC=CC2)(C=3C=CC=CC3)[Pd]([P](C=4C=CC=CC4)(C=5C=CC=CC5)C=6C=CC=CC6)([P](C=7C=CC=CC7)(C=8C=CC=CC8)C=9C=CC=CC9)[P](C=1C=CC=CC1)(C=1C=CC=CC1)C=1C=CC=CC1 (tetrakis(triphenylphosphine)palladium(0)). The product is BrC1=C(C=C(C=C1)Cl)C1=CC(N(C=C1)CC(=O)OC(C)(C)C)=O (tert-Butyl [4-(2-bromo-5-chlorophenyl)-2-oxopyridin-1(2H)-yl]acetate). RXN SMILES: Br[C:2]1[CH:7]=[CH:6][N:5]([CH2:8][C:9]([O:11][C:12]([CH3:15])([CH3:14])[CH3:13])=[O:10])[C:4](=[O:16])[CH:3]=1.[Br:17][C:18]1[CH:23]=[CH:22][C:21]([Cl:24])=[CH:20][C:19]=1B(O)O>C1C=CC([P]([Pd]([P](C2C=CC=CC=2)(C2C=CC=CC=2)C2C=CC=CC=2)([P](C2C=CC=CC=2)(C2C=CC=CC=2)C2C=CC=CC=2)[P](C2C=CC=CC=2)(C2C=CC=CC=2)C2C=CC=CC=2)(C2C=CC=CC=2)C2C=CC=CC=2)=CC=1>[Br:17][C:18]1[CH:23]=[CH:22][C:21]([Cl:24])=[CH:20][C:19]=1[C:2]1[CH:7]=[CH:6][N:5]([CH2:8][C:9]([O:11][C:12]([CH3:15])([CH3:14])[CH3:13])=[O:10])[C:4](=[O:16])[CH:3]=1 |^1:31,33,52,71|. Reported procedure: 3.8 g (12 mmol) of tert-butyl (4-bromo-2-oxopyridin-1(2H)-yl)acetate and 3.4 g (14.4 mmol) of 2-bromo-5-chlorophenylboronic acid in the presence of tetrakis(triphenylphosphine)palladium(0) were reacted according to General Method 2A. Yield: 3.9 g (purity 94%, 76% of theory)